This data is from the Open Reaction Database (ORD), a public repository of structured organic reaction records. The task is: describe an organic reaction: reactants, conditions, products, and yield Reactants: O=S(=O)(Nc1cc(Br)cnc1Cl)c1ccc(F)cc1, O=C([O-])[O-], C1CCOC1, CNc1nc2ccc(B3OC(C)(C)C(C)(C)O3)cc2s1, [Cs+], [Cs+], O. Yields the product CNc1nc2ccc(-c3cnc(Cl)c(NS(=O)(=O)c4ccc(F)cc4)c3)cc2s1. Reaction SMILES: [Br:27][c:28]1[cH:29][c:30]([NH:35][S:36](=[O:37])(=[O:38])[c:39]2[cH:40][cH:41][c:42]([F:45])[cH:43][cH:44]2)[c:31]([Cl:34])[n:32][cH:33]1.[C:21](=[O:22])([O-:23])[O-:24].[CH2:46]1[O:47][CH2:48][CH2:49][CH2:50]1.[CH3:1][NH:2][c:3]1[s:4][c:5]2[c:6]([n:7]1)[cH:8][cH:9][c:10]([B:12]1[O:13][C:14]([CH3:15])([CH3:16])[C:17]([CH3:18])([CH3:19])[O:20]1)[cH:11]2.[Cs+:25].[Cs+:26].[OH2:51]>>[CH3:1][NH:2][c:3]1[s:4][c:5]2[c:6]([n:7]1)[cH:8][cH:9][c:10](-[c:28]1[cH:29][c:30]([NH:35][S:36](=[O:37])(=[O:38])[c:39]3[cH:40][cH:41][c:42]([F:45])[cH:43][cH:44]3)[c:31]([Cl:34])[n:32][cH:33]1)[cH:11]2. The reactants are C(C)(C)N(O)C(C)C (N,N-diisopropylhydroxylamine), [H-].[Na+] (sodium hydride), [N+](=O)([O-])C=1C=CC2=C(C(=NCC=3N2C(=NN3)CCl)C3=C(C=CC=C3)Cl)C1 (8-nitro-1-(chloromethyl)-6-(o-chlorophenyl)-4H-s-triazolo[4,3-a][1,4]-benzodiazepine). The solvent is CN(C=O)C (dimethylformamide). Product: [N+](=O)([O-])C=1C=CC2=C(C(=NCC=3N2C(=NN3)CN(C(C)C)C(C)C)C3=C(C=CC=C3)Cl)C1 (8-nitro-1-[(diisopropylamino)methyl]-6-(o-chlorophenyl)-4H-s-triazolo[4,3-a][1,4]benzodiazepine), oxide. Reaction SMILES: [CH:1]([N:4]([CH:6]([CH3:8])[CH3:7])O)([CH3:3])[CH3:2].[H-].[Na+].[N+:11]([C:14]1[CH:15]=[CH:16][C:17]2[N:23]3[C:24]([CH2:27]Cl)=[N:25][N:26]=[C:22]3[CH2:21][N:20]=[C:19]([C:29]3[CH:34]=[CH:33][CH:32]=[CH:31][C:30]=3[Cl:35])[C:18]=2[CH:36]=1)([O-:13])=[O:12]>CN(C)C=O>[N+:11]([C:14]1[CH:15]=[CH:16][C:17]2[N:23]3[C:24]([CH2:27][N:4]([CH:6]([CH3:8])[CH3:7])[CH:1]([CH3:3])[CH3:2])=[N:25][N:26]=[C:22]3[CH2:21][N:20]=[C:19]([C:29]3[CH:34]=[CH:33][CH:32]=[CH:31][C:30]=3[Cl:35])[C:18]=2[CH:36]=1)([O-:13])=[O:12] |f:1.2|. Procedure: In the manner given in Example 16, a solution of N,N-diisopropylhydroxylamine in dimethylformamide is treated with sodium hydride suspended in mineral oil, and the mixture is treated with 8-nitro-1-(chloromethyl)-6-(o-chlorophenyl)-4H-s-triazolo[4,3-a][1,4]-benzodiazepine to give 8-nitro-1-[(diisopropylamino)methyl]-6-(o-chlorophenyl)-4H-s-triazolo[4,3-a][1,4]benzodiazepine, N1 -oxide. The reactants are O=C([O-])[O-], C=CCI, O=c1[nH]c2cc(F)cnc2s1, [K+], [K+], CN(C)C=O. The product is C=CCn1c(=O)sc2ncc(F)cc21. As a reaction SMILES: [C:12](=[O:13])([O-:14])[O-:15].[CH2:18]([CH:19]=[CH2:20])[I:21].[F:1][c:2]1[cH:3][c:4]2[c:5]([n:6][cH:7]1)[s:8][c:9](=[O:11])[nH:10]2.[K+:16].[K+:17].[O:22]=[CH:23][N:24]([CH3:25])[CH3:26]>>[F:1][c:2]1[cH:3][c:4]2[c:5]([n:6][cH:7]1)[s:8][c:9](=[O:11])[n:10]2[CH2:20][CH:19]=[CH2:18].